This data is from the Open Reaction Database (ORD), a public repository of structured organic reaction records. The task is: describe an organic reaction: reactants, conditions, products, and yield Starting materials: [N+](=O)([O-])C=1C=C(C=CC1N)O (3-nitro-4-aminophenol), CO (methanol). Reagents/catalysts: [Pd] (Pd/C). Run at time 2 hour. Product: OC=1C(=C(C=CC1)N)N (3-hydroxy-o-phenylenediamine). Isolated yield 95.0%. RXN SMILES: [N+:1]([C:4]1[CH:5]=[C:6](O)[CH:7]=C[C:9]=1[NH2:10])([O-])=O.[CH3:12][OH:13]>[Pd]>[OH:13][C:12]1[C:9]([NH2:10])=[C:4]([NH2:1])[CH:5]=[CH:6][CH:7]=1. Reported procedure: To a solution of 3-nitro-4-aminophenol (4.6 g, 30 mmol) in methanol is added 500 mg of Pd/C. A hydrogenation reaction is performed at room temperature for 2 hours and then terminated. The Pd/C is removed by filtration to obtain 4.1 g of 3-hydroxy-o-phenylenediamine, with a yield of 95%.